This data is from the Open Reaction Database (ORD), a public repository of structured organic reaction records. The task is: describe an organic reaction: reactants, conditions, products, and yield The reactants are ClC1N(CCCC1)C(=O)O (chloropiperidinecarboxylic acid), OC1=C(OC2=C1C=CC=C2)C(=O)N (hydroxybenzofuranamide). The product is N1CCC(CC1)OC1=C(OC2=C1C=CC=C2)C(=O)N ((piperidin-4-yloxy)benzofuranamide). Reaction SMILES: Cl[CH:2]1[CH2:7][CH2:6][CH2:5][CH2:4][N:3]1C(O)=O.[OH:11][C:12]1[C:16]2[CH:17]=[CH:18][CH:19]=[CH:20][C:15]=2[O:14][C:13]=1[C:21]([NH2:23])=[O:22]>>[NH:3]1[CH2:2][CH2:7][CH:6]([O:11][C:12]2[C:16]3[CH:17]=[CH:18][CH:19]=[CH:20][C:15]=3[O:14][C:13]=2[C:21]([NH2:23])=[O:22])[CH2:5][CH2:4]1. Procedure details: Referring to Scheme 3, methoxybenzofuran ester 1, for example, is converted to the corresponding hydroxybenzofuran carboxylic acid 2 with boron tribromide. Carboxylic acid 2 is coupled with Hca amine to yield hydroxybenzofuranamide 3. 1-Substituted 4-hydroxypiperidine 4 is coupled with amide 3 to yield (piperidin-4-yloxy)benzofuranamide 5. Reactants: N(=O)[O-].[Na+] (sodium nitrite), NC1=C2C(C=C(OC2=C(C=C1)C)C)=O (5-amino-2,8-dimethyl-4H-chromen-4-one), [Cu]C#N (copper(I) cyanide), [C-]#N.[Na+] (sodium cyanide), C([O-])(O)=O.[Na+] (sodium bicarbonate). Run in O (water), C(C)(=O)OCC (ethyl acetate), S(O)(O)(=O)=O (sulfuric acid), O (water). Reaction conditions: temperature 0 celsius, time 90 minute. Yields the product CC=1OC=2C(=CC=C(C2C(C1)=O)C#N)C (2,8-Dimethyl-4-oxo-4H-chromene-5-carbonitrile). Reaction SMILES: N[C:2]1[CH:11]=[CH:10][C:9]([CH3:12])=[C:8]2[C:3]=1[C:4](=[O:14])[CH:5]=[C:6]([CH3:13])[O:7]2.N([O-])=O.[Na+].C(=O)(O)[O-].[Na+].[Cu][C:25]#[N:26].[C-]#N.[Na+]>S(=O)(=O)(O)O.O.C(OCC)(=O)C>[CH3:13][C:6]1[O:7][C:8]2[C:9]([CH3:12])=[CH:10][CH:11]=[C:2]([C:25]#[N:26])[C:3]=2[C:4](=[O:14])[CH:5]=1 |f:1.2,3.4,6.7|. Procedure: 0.2 g (1.06 mmol) of 5-amino-2,8-dimethyl-4H-chromen-4-one is dissolved in 5 ml of 45% strength sulfuric acid and cooled to 0° C. A solution of 0.11 g (1.6 mmol) of sodium nitrite in 5 ml of water is then added dropwise in such a way that the temperature does not exceed 5° C. The mixture is stirred at 0° C. for 90 min and then neutralized with sodium bicarbonate. A solution of 0.12 g (1.37 mmol) of copper(I) cyanide and 0.07 g (1.58 mmol) of sodium cyanide in 10 ml of water, cooled to 0° C. and ...